This data is from the Open Reaction Database (ORD), a public repository of structured organic reaction records. The task is: describe an organic reaction: reactants, conditions, products, and yield Starting materials: O=C([O-])[O-], CNC(Cc1ccccn1)CN1CCN(c2ccccc2OC)CC1, CC1(C(=O)Cl)CCCCC1, ClCCl, [K+], [K+], O. Product: COc1ccccc1N1CCN(CC(Cc2ccccn2)N(C)C(=O)C2(C)CCCCC2)CC1. Reaction SMILES: [C:26](=[O:27])([O-:28])[O-:29].[CH3:1][O:2][c:3]1[c:4]([N:9]2[CH2:10][CH2:11][N:12]([CH2:15][CH:16]([CH2:17][c:18]3[n:19][cH:20][cH:21][cH:22][cH:23]3)[NH:24][CH3:25])[CH2:13][CH2:14]2)[cH:5][cH:6][cH:7][cH:8]1.[CH3:32][C:33]1([C:39](=[O:40])[Cl:41])[CH2:34][CH2:35][CH2:36][CH2:37][CH2:38]1.[Cl:42][CH2:43][Cl:44].[K+:30].[K+:31].[OH2:45]>>[CH3:1][O:2][c:3]1[c:4]([N:9]2[CH2:10][CH2:11][N:12]([CH2:15][CH:16]([CH2:17][c:18]3[n:19][cH:20][cH:21][cH:22][cH:23]3)[N:24]([CH3:25])[C:39]([C:33]3([CH3:32])[CH2:34][CH2:35][CH2:36][CH2:37][CH2:38]3)=[O:40])[CH2:13][CH2:14]2)[cH:5][cH:6][cH:7][cH:8]1. Reactants: crude product, C1=CC=CC=C1 (benzene), COC(C1=C(C(C(=O)OC)=C(C=C1C1=CC=CC=C1)O)O)=O (2,4-dihydroxy-6-phenyl-isophthalic acid dimethyl ester), Cl (hydrochloric acid). Solvent: CCOCC (ether), O (water), [OH-].[Na+] (sodium hydroxide). Run at time 14 hour. Product: C1(=CC=CC=C1)C=1C=C(C=C(O)C1)O (5-phenylresorcinol). The yield is 54.8%. RXN SMILES: COC(=O)[C:4]1[C:13]([C:14]2[CH:19]=[CH:18][CH:17]=[CH:16][CH:15]=2)=[CH:12][C:11]([OH:20])=[C:6](C(OC)=O)[C:5]=1[OH:21].Cl.C1C=CC=CC=1>O.[OH-].[Na+].CCOCC>[C:14]1([C:13]2[CH:12]=[C:11]([OH:20])[CH:6]=[C:5]([CH:4]=2)[OH:21])[CH:15]=[CH:16][CH:17]=[CH:18][CH:19]=1 |f:4.5|. Procedure: 6.00 g (0.0199 mole) of 2,4-dihydroxy-6-phenyl-isophthalic acid dimethyl ester is dissolved under nitrogen in 40 ml of water and 40 ml of 2N sodium hydroxide solution. The light-red solution is refluxed for one hour; it is then cooled with an ice bath and carefully acidified with 8.0 ml of concentrated hydrochloric acid (carbon dioxide evolution). The mixture is then refluxed and boiled for 14 hours in a nitrogen atmosphere. The emulsion obtained after cooling is extracted twice with 100 ml of e... The reactants are C, O=S(=O)(Cl)Cl, c1ccncc1, OCCOc1ccc2c(-c3c(-c4ccccn4)nn4c3CCC4)ccnc2c1. The product is CS(=O)(=O)OCCOc1ccc2c(-c3c(-c4ccccn4)nn4c3CCC4)ccnc2c1. As a reaction SMILES: [CH4:34].[S:29](=[O:30])(=[O:31])([Cl:32])[Cl:33].[cH:35]1[cH:36][cH:37][n:38][cH:39][cH:40]1.[n:1]1[c:2](-[c:7]2[c:8](-[c:15]3[cH:16][cH:17][n:18][c:19]4[cH:20][c:21]([O:25][CH2:26][CH2:27][OH:28])[cH:22][cH:23][c:24]34)[c:9]3[n:10]([n:11]2)[CH2:12][CH2:13][CH2:14]3)[cH:3][cH:4][cH:5][cH:6]1>>[n:1]1[c:2](-[c:7]2[c:8](-[c:15]3[cH:16][cH:17][n:18][c:19]4[cH:20][c:21]([O:25][CH2:26][CH2:27][O:28][S:29](=[O:30])(=[O:31])[CH3:34])[cH:22][cH:23][c:24]34)[c:9]3[n:10]([n:11]2)[CH2:12][CH2:13][CH2:14]3)[cH:3][cH:4][cH:5][cH:6]1. Reactants: NC(CNC(=O)CBr)Cc1c[nH]c2ccccc12, O=C([O-])[O-], CN(C)C=O, ClCCl, [K+], [K+], O. Yields the product O=C1CNC(Cc2c[nH]c3ccccc23)CN1. As a reaction SMILES: [Br:1][CH2:2][C:3](=[O:4])[NH:5][CH2:6][CH:7]([NH2:8])[CH2:9][c:10]1[cH:11][nH:12][c:13]2[cH:14][cH:15][cH:16][cH:17][c:18]12.[C:19](=[O:20])([O-:21])[O-:22].[CH3:29][N:30]([CH3:31])[CH:32]=[O:33].[Cl:26][CH2:27][Cl:28].[K+:23].[K+:24].[OH2:25]>>[CH2:2]1[C:3](=[O:4])[NH:5][CH2:6][CH:7]([CH2:9][c:10]2[cH:11][nH:12][c:13]3[cH:14][cH:15][cH:16][cH:17][c:18]23)[NH:8]1. Procedure details: To 5 ml of degassed ethylene glycol dirncthyl ether, was added 505.4 mg (1.0 mmol) of the product of Example 89, 165 mg (1.1 mmol) of 2-formylbenzene boronic acid, 58 mg (0.05 mmol) of tetrakis(triphenylphosphine)palladium and 1 ml (2.0 mmol) of 2M aqueous Na2CO3 and the mixture ws heated to reflux under nitrogen for 18 hr. The reaction was cooled to room temperature, diluted with ethyl acetate, washed with water and brine, dried over MgSO4, filtered and concentrated in vacuo. The residue was ch... Yield: 94.0%. Reagents/catalysts: C=1C=CC(=CC1)[P](C=2C=CC=CC2)(C=3C=CC=CC3)[Pd]([P](C=4C=CC=CC4)(C=5C=CC=CC5)C=6C=CC=CC6)([P](C=7C=CC=CC7)(C=8C=CC=CC8)C=9C=CC=CC9)[P](C=1C=CC=CC1)(C=1C=CC=CC1)C=1C=CC=CC1 (tetrakis(triphenylphosphine)palladium). Reaction SMILES: C(O)CO.[CH3:5][O:6][C:7](=[O:35])[C:8]1[CH:13]=[C:12](Br)[CH:11]=[C:10]([CH3:15])[C:9]=1[N:16]([S:24]([C:27]1[CH:32]=[CH:31][C:30]([O:33][CH3:34])=[CH:29][CH:28]=1)(=[O:26])=[O:25])[CH2:17][C:18]1[CH:19]=[N:20][CH:21]=[CH:22][CH:23]=1.[CH:36]([C:38]1[CH:43]=[CH:42][CH:41]=[CH:40][C:39]=1B(O)O)=[O:37].C([O-])([O-])=O.[Na+].[Na+]>C(OCC)(=O)C.C1C=CC([P]([Pd]([P](C2C=CC=CC=2)(C2C=CC=CC=2)C2C=CC=CC=2)([P](C2C=CC=CC=2)(C2C=CC=CC=2)C2C=CC=CC=2)[P](C2C=CC=CC=2)(C2C=CC=CC=2)C2C=CC=CC=2)(C2C=CC=CC=2)C2C=CC=CC=2)=CC=1>[CH3:5][O:6][C:7]([C:8]1[CH:13]=[C:12]([C:39]2[CH:40]=[CH:41][CH:42]=[CH:43][C:38]=2[CH:36]=[O:37])[CH:11]=[C:10]([CH3:15])[C:9]=1[N:16]([S:24]([C:27]1[CH:32]=[CH:31][C:30]([O:33][CH3:34])=[CH:29][CH:28]=1)(=[O:26])=[O:25])[CH2:17][C:18]1[CH:19]=[N:20][CH:21]=[CH:22][CH:23]=1)=[O:35] |f:3.4.5,^1:62,64,83,102|. Reactants: C(CO)O (ethylene glycol), COC(C1=C(C(=CC(=C1)Br)C)N(CC=1C=NC=CC1)S(=O)(=O)C1=CC=C(C=C1)OC)=O (5-Bromo-2-[(4-methoxy-benzenesulfonyl)-pyridin-3-ylmethyl-amino]-3-methyl-benzoic acid methyl ester), C(=O)C1=C(C=CC=C1)B(O)O (2-formylbenzene boronic acid), C(=O)([O-])[O-].[Na+].[Na+] (Na2CO3). The solvent is C(C)(=O)OCC (ethyl acetate). Yields the product COC(=O)C=1C=C(C=C(C1N(CC=1C=NC=CC1)S(=O)(=O)C1=CC=C(C=C1)OC)C)C1=C(C=CC=C1)C=O (2'-Formyl-4-[(4-methoxy-benzenesulfonyl)-pyridin-3-ylmethyl-amino]-5-methyl-biphenyl-3-carboxylic acid methyl ester). The reactants are C(CCC)C=1C(=C(C2=CC=CC=C2C1)O)C1=CC=C(C=C1)OC (3-Butyl-2-[4-(methyloxy)phenyl]-1-naphthalenol), FC1=CC=C(C=O)C=C1 (4-fluorobenzaldehyde), C(=O)([O-])[O-].[Cs+].[Cs+] (Cs2CO3). Solvent: CS(=O)C (DMSO). Product: C(CCC)C=1C(=C(C2=CC=CC=C2C1)OC1=CC=C(C=O)C=C1)C1=CC=C(C=C1)OC (4-({3-Butyl-2-[4-(methyloxy)phenyl]-1-naphthalenyl}oxy)benzaldehyde). Yield: 69.0%. As a reaction SMILES: [CH2:1]([C:5]1[C:6]([C:16]2[CH:21]=[CH:20][C:19]([O:22][CH3:23])=[CH:18][CH:17]=2)=[C:7]([OH:15])[C:8]2[C:13]([CH:14]=1)=[CH:12][CH:11]=[CH:10][CH:9]=2)[CH2:2][CH2:3][CH3:4].F[C:25]1[CH:32]=[CH:31][C:28]([CH:29]=[O:30])=[CH:27][CH:26]=1.C([O-])([O-])=O.[Cs+].[Cs+]>CS(C)=O>[CH2:1]([C:5]1[C:6]([C:16]2[CH:17]=[CH:18][C:19]([O:22][CH3:23])=[CH:20][CH:21]=2)=[C:7]([O:15][C:25]2[CH:32]=[CH:31][C:28]([CH:29]=[O:30])=[CH:27][CH:26]=2)[C:8]2[C:13]([CH:14]=1)=[CH:12][CH:11]=[CH:10][CH:9]=2)[CH2:2][CH2:3][CH3:4] |f:2.3.4|. Procedure details: 3-Butyl-2-[4-(methyloxy)phenyl]-1-naphthalenol (160) (0.25 g, 0.82 mmol) and 4-fluorobenzaldehyde was heated with Cs2CO3 in DMSO at 100° C. to give 0.23 g (69%) of compound 161 as a light brown viscous oil. 1H NMR (400 MHz, CDCl3): δ 0.80 (t, J=7.3 Hz, 3H), 1.20-1.30 (m, 2H), 1.40-1.50 (m, 2H), 2.60 (t, J=7.8 Hz, 2H), 3.78 (s, 3H), 6.71 (d, J=8.8 Hz, 2H), 6.79 (d, J=8.6 Hz, 2H), 7.05 (d, J=8.7 Hz, 2H), 7.39 (t, J=7.4 Hz, 1H), 7.50 (t, J=7.5 Hz, 1H), 7.64 (d, J=8.8 Hz, 2H), 7.70 (s, 1H), 7.77 (d,...